This data is from the Open Reaction Database (ORD), a public repository of structured organic reaction records. The task is: describe an organic reaction: reactants, conditions, products, and yield Starting materials: O=C(C(=O)OCC)CC(C=1SC(=CC1)CCC1=CC=CC=C1)=O (ethyl 2,4-dioxo-4-(5-phenethylthiophen-2-yl)butanoate), [OH-].[Na+] (sodium hydroxide), C1CCOC1 (THF), resultant mixture, Cl (HCl). Run in CO (methanol). The product is O=C(C(=O)O)CC(C=1SC(=CC1)CCC1=CC=CC=C1)=O (2,4-dioxo-4-(5-phenethylthiophen-2-yl)butanoic acid). RXN SMILES: [O:1]=[C:2]([CH2:8][C:9](=[O:23])[C:10]1[S:11][C:12]([CH2:15][CH2:16][C:17]2[CH:22]=[CH:21][CH:20]=[CH:19][CH:18]=2)=[CH:13][CH:14]=1)[C:3]([O:5]CC)=[O:4].[OH-].[Na+].C1COCC1.Cl>CO>[O:1]=[C:2]([CH2:8][C:9](=[O:23])[C:10]1[S:11][C:12]([CH2:15][CH2:16][C:17]2[CH:18]=[CH:19][CH:20]=[CH:21][CH:22]=2)=[CH:13][CH:14]=1)[C:3]([OH:5])=[O:4] |f:1.2|. Procedure details: A solution of ethyl 2,4-dioxo-4-(5-phenethylthiophen-2-yl)butanoate (125 mg, 0.378 mmol), aqueous sodium hydroxide (1.2 mL, 1M, 1.2 mmol), and THF (5 mL) in methanol (5 mL) was stirred at rt overnight. The resultant mixture was treated with aq HCl (1.3 mL. 1M), and concentrated under vacuum. The residue was partitioned between brine and dichloromethane. The organic extract was dried over anhydrous magnesium sulfate, filtered, and concentrated under vacuum to provide off-white solid. Recrystalliz... Reactants: mycelial suspension, C[C@@H](CCC[C@@H](C)CCCC(=O)C)CCCC(C)C.O=C[C@H](O)[C@@H](O)[C@H](O)[C@H](O)CO (Phytone Dextrose). The solvent is O (water). Product: O=C[C@H](O)[C@@H](O)[C@H](O)[C@H](O)CO (Dextrose). As a reaction SMILES: C[C@H](CCCC(C)C)CCC[C@H](CCCC(C)=O)C.[O:20]=[CH:21][C@@H:22]([C@H:24]([C@@H:26]([C@@H:28]([CH2:30][OH:31])[OH:29])[OH:27])[OH:25])[OH:23]>O>[O:20]=[CH:21][C@@H:22]([C@H:24]([C@@H:26]([C@@H:28]([CH2:30][OH:31])[OH:29])[OH:27])[OH:25])[OH:23] |f:0.1|. Procedure: Aseptically, 200,000 conidia or 0.5 ml of chopped mycelial suspension are added to 50 ml of Phytone-Dextrose broth in a 250 ml flask and incubate with shaking in the water bath at 26° C. and 80 rpm. Incubate the flasks for 8 days. Reactants: NCCOc1ccc(O)c(C(N)=O)c1, Cn1nnc(-c2ccc(OCC3CO3)cc2)n1, C1COCCO1. Yields the product Cn1nnc(-c2ccc(OCC(O)CNCCOc3ccc(O)c(C(N)=O)c3)cc2)n1. RXN SMILES: [NH2:18][CH2:19][CH2:20][O:21][c:22]1[cH:23][cH:24][c:25]([OH:31])[c:26]([C:27](=[O:28])[NH2:29])[cH:30]1.[O:1]1[CH:2]([CH2:3][O:4][c:5]2[cH:6][cH:7][c:8](-[c:11]3[n:12][n:13][n:14]([CH3:16])[n:15]3)[cH:9][cH:10]2)[CH2:17]1.[O:32]1[CH2:33][CH2:34][O:35][CH2:36][CH2:37]1>>[OH:1][CH:2]([CH2:3][O:4][c:5]1[cH:6][cH:7][c:8](-[c:11]2[n:12][n:13][n:14]([CH3:16])[n:15]2)[cH:9][cH:10]1)[CH2:17][NH:18][CH2:19][CH2:20][O:21][c:22]1[cH:23][cH:24][c:25]([OH:31])[c:26]([C:27](=[O:28])[NH2:29])[cH:30]1. Yields the product ClC1=C(C=C(N=N1)NN=CC1=CC(=CC(=C1)F)F)C1CCC1 (N-(6-Chloro-5-cyclobutylpyridazin-3-yl)-N′(3,5-difluorobenzylidene)hydrazine). Reported procedure: 3-Chloro-4-cyclobutyl-6-hydrazinopyridazine (0.502 g, 2.53 mmol) and 3,5-difluorobenzaldehyde (285 ml, 2.78 mmol) were stirred in 0.2M hydrochloric acid (10 ml) for 2 hours. This product was then collected by filtration and dried (0.81 g, 99%). MS (ES+) 323 [MH]+, 325 [MH]+. Run in Cl (hydrochloric acid). Reaction SMILES: [Cl:1][C:2]1[N:3]=[N:4][C:5]([NH:12][NH2:13])=[CH:6][C:7]=1[CH:8]1[CH2:11][CH2:10][CH2:9]1.[F:14][C:15]1[CH:16]=[C:17]([CH:20]=[C:21]([F:23])[CH:22]=1)[CH:18]=O>Cl>[Cl:1][C:2]1[N:3]=[N:4][C:5]([NH:12][N:13]=[CH:18][C:17]2[CH:16]=[C:15]([F:14])[CH:22]=[C:21]([F:23])[CH:20]=2)=[CH:6][C:7]=1[CH:8]1[CH2:9][CH2:10][CH2:11]1. Starting materials: ClC=1N=NC(=CC1C1CCC1)NN (3-Chloro-4-cyclobutyl-6-hydrazinopyridazine), FC=1C=C(C=O)C=C(C1)F (3,5-difluorobenzaldehyde).